Dataset: the Open Reaction Database (ORD), a public repository of structured organic reaction records. Task: describe an organic reaction: reactants, conditions, products, and yield The reactants are C=CC1=CC=CC=C1 (styrene), C(C=C)(=O)OCCCC (butyl acrylate), C(CCCCCCCCCCC)S (1-dodecanethiol). Solvent: O (water). Reaction conditions: time 100 minute. Yields the product C=CC1=CC=CC=C1.C(C=C)(=O)OCCCC (Styrene n-Butyl Acrylate). RXN SMILES: [CH2:1]=[CH:2][C:3]1[CH:8]=[CH:7][CH:6]=[CH:5][CH:4]=1.[C:9]([O:13][CH2:14][CH2:15][CH2:16][CH3:17])(=[O:12])[CH:10]=[CH2:11].C(S)CCCCCCCCCCC>O>[CH2:1]=[CH:2][C:3]1[CH:8]=[CH:7][CH:6]=[CH:5][CH:4]=1.[C:9]([O:13][CH2:14][CH2:15][CH2:16][CH3:17])(=[O:12])[CH:10]=[CH2:11] |f:4.5|. Procedure: Separately the monomer emulsion was prepared in the following manner. 323 kg of styrene, 83 kg of butyl acrylate and 12.21 kg of β-CEA, 2.85 kg of 1-dodecanethiol, 1.42 kg of ADOD, 8.04 kg of Dowfax 2A1 (anionic surfactant), and 193 kg of deionized water were mixed to form an emulsion. 1% of the above emulsion was then slowly fed into the reactor containing the aqueous surfactant phase at 80° C. to form the “seeds” while being purged with nitrogen. The initiator solution was then slowly charged ... Starting materials: O[Li].O (LiOH H2O), C1(CC1)N1C(C2=CC=CC=C2C(C1(C)C)C(=O)O)=O (2-cyclopropyl-3,3-dimethyl-1-oxo-1,2,3,4-tetrahydro-isoquinoline-4-carboxylic acid), C(C)(=O)[O-].[K+] (potassium acetate), cupric acetate, C(C)(=O)[O-].[Pb+4].C(C)(=O)[O-].C(C)(=O)[O-].C(C)(=O)[O-] (lead (IV) acetate). Solvent: O (Water), C(C)(=O)O (acetic acid), C1=CC=CC=C1 (benzene). Reaction conditions: time 18 hour. The product is C1(CC1)N1C(C2=CC=CC=C2C(C1(C)C)O)=O (2-cyclopropyl-4-hydroxy-3,3-dimethyl-3,4-dihydro-2H-isoquinolin-1-one). As a reaction SMILES: [CH:1]1([N:4]2[C:13]([CH3:15])([CH3:14])[CH:12](C(O)=O)[C:11]3[C:6](=[CH:7][CH:8]=[CH:9][CH:10]=3)[C:5]2=[O:19])[CH2:3][CH2:2]1.C([O-])(=[O:22])C.[K+].C([O-])(=O)C.[Pb+4].C([O-])(=O)C.C([O-])(=O)C.C([O-])(=O)C.O[Li].O>C(O)(=O)C.O.C1C=CC=CC=1>[CH:1]1([N:4]2[C:13]([CH3:15])([CH3:14])[CH:12]([OH:22])[C:11]3[C:6](=[CH:7][CH:8]=[CH:9][CH:10]=3)[C:5]2=[O:19])[CH2:3][CH2:2]1 |f:1.2,3.4.5.6.7,8.9|. Procedure details: To a solution of 2-cyclopropyl-3,3-dimethyl-1-oxo-1,2,3,4-tetrahydro-isoquinoline-4-carboxylic acid (4.1 g, 15.8 mmol) in acetic acid (300 mL) is added benzene (150 mL), potassium acetate (10.9 g, 111 mmol), cupric acetate (0.145 g, 0.8 mmol) and lead (IV) acetate (12.7 g, 28.6 mmol). The green reaction mixture is heated to reflux for 2.5 h. The reaction mixture is then cooled to room temperature and quenched by the addition of ethylene glycol (ca. 6 mL). The resulting solution is the concentrat... Reactants: CC(=O)OC(C)=O, OCC1COC(C(F)(F)Cl)(C(F)(F)Cl)O1, O, O=[N+]([O-])O. Product: O=[N+]([O-])OCC1COC(C(F)(F)Cl)(C(F)(F)Cl)O1. Reaction SMILES: [CH3:5][C:6]([O:7][C:8](=[O:9])[CH3:10])=[O:11].[Cl:12][C:13]([C:14]1([C:21]([F:22])([F:23])[Cl:24])[O:15][CH2:16][CH:17]([CH2:19][OH:20])[O:18]1)([F:25])[F:26].[OH2:27].[OH:1][N+:2]([O-:3])=[O:4]>>[O:1]([N+:2]([O-:3])=[O:4])[CH2:19][CH:17]1[CH2:16][O:15][C:14]([C:13]([Cl:12])([F:25])[F:26])([C:21]([F:22])([F:23])[Cl:24])[O:18]1. Starting materials: [C@@H]1([C@H]2[C@H](O2)[C@@H](CO)O1)N1C=NC=2C(N)=NC=NC12 (2',3'-anhydroadenosine), [Si](C)(C)(C(C)(C)C)Cl (t-butyldimethylsilyl chloride), O (water), [Si](C)(C)(C(C)(C)C)Cl (t-butyldimethylsilyl chloride). Run in N1=CC=CC=C1 (pyridine). Conditions: time 3.5 hour. Product: [Si](C)(C)(C(C)(C)C)OC[C@@H]1[C@@H]2[C@H]([C@@H](O1)N1C=NC=3C(N)=NC=NC13)O2 (5'-O-(t-butyldimethylsilyl)-2',3'-anhydroadenosine). Isolated yield 96.0%. RXN SMILES: [C@@H:1]1([N:9]2[C:18]3[N:17]=[CH:16][N:15]=[C:13]([NH2:14])[C:12]=3[N:11]=[CH:10]2)[O:8][C@H:5]([CH2:6][OH:7])[C@H:3]2[O:4][C@@H:2]12.[Si:19](Cl)([C:22]([CH3:25])([CH3:24])[CH3:23])([CH3:21])[CH3:20].O>N1C=CC=CC=1>[Si:19]([O:7][CH2:6][C@H:5]1[O:8][C@@H:1]([N:9]2[C:18]3[N:17]=[CH:16][N:15]=[C:13]([NH2:14])[C:12]=3[N:11]=[CH:10]2)[C@@H:2]2[O:4][C@H:3]12)([C:22]([CH3:25])([CH3:24])[CH3:23])([CH3:21])[CH3:20]. Reported procedure: To a stirred solution of 9.5 g (38.1 mmol) of 2',3'-anhydroadenosine (Robins, M. J.; Hansske, F; Low, N. H.; Park, J. I. Tetrahedron Lett. 1984, 367-370) in 114 mL of pyridine was added 11.5 g (76.2 mmol) of t-butyldimethylsilyl chloride. After 3.5 h at room temperature, an additional 5.75 g (38.1 mmol) of t-butyldimethylsilyl chloride was added. After a total of 4.25 h, the reaction mixture was diluted into 2 L of water and extracted with 3×500 mL of dichloromethane. The combined dichloromethan... The reactants are ClC=1N=C(C2=C(N1)C=C(S2)I)N2CCOCC2 (2-Chloro-6-iodo-4-morpholinothieno[3,2-d]pyrimidine), COC=1C=C(C=CC1)B(O)O (3-methoxyphenylboronic acid). The solvent is C(=O)([O-])[O-].[Na+].[Na+] (Na2CO3), C(C)#N (acetonitrile). Yields the product ClC=1N=C(C2=C(N1)C=C(S2)C2=CC(=CC=C2)OC)N2CCOCC2 (2-chloro-6-(3-methoxyphenyl)-4-morpholinothieno[3,2-d]pyrimidine). The reagents and catalysts are Cl[Pd]([P](C1=CC=CC=C1)(C2=CC=CC=C2)C3=CC=CC=C3)([P](C4=CC=CC=C4)(C5=CC=CC=C5)C6=CC=CC=C6)Cl (bis(triphenylphosphine)palladium(II) dichloride). Procedure details: 2-Chloro-6-iodo-4-morpholinothieno[3,2-d]pyrimidine 19 (150 mg), 66 mg of 3-methoxyphenylboronic acid and 14 mg of bis(triphenylphosphine)palladium(II) dichloride in 1 mL of 1M Na2CO3 aqueous solution and 1 mL of acetonitrile was heated to 100° C. in a sealed microwave reactor for 20 min. The reaction mixture was evaporated. The crude product was purified by flash chromatography eluting with 0-50% EtOAc/hexane to yield 2-chloro-6-(3-methoxyphenyl)-4-morpholinothieno[3,2-d]pyrimidine (94 mg, 66%)... RXN SMILES: [Cl:1][C:2]1[N:3]=[C:4]([N:12]2[CH2:17][CH2:16][O:15][CH2:14][CH2:13]2)[C:5]2[S:10][C:9](I)=[CH:8][C:6]=2[N:7]=1.[CH3:18][O:19][C:20]1[CH:21]=[C:22](B(O)O)[CH:23]=[CH:24][CH:25]=1>C([O-])([O-])=O.[Na+].[Na+].C(#N)C.Cl[Pd](Cl)([P](C1C=CC=CC=1)(C1C=CC=CC=1)C1C=CC=CC=1)[P](C1C=CC=CC=1)(C1C=CC=CC=1)C1C=CC=CC=1>[Cl:1][C:2]1[N:3]=[C:4]([N:12]2[CH2:17][CH2:16][O:15][CH2:14][CH2:13]2)[C:5]2[S:10][C:9]([C:24]3[CH:23]=[CH:22][CH:21]=[C:20]([O:19][CH3:18])[CH:25]=3)=[CH:8][C:6]=2[N:7]=1 |f:2.3.4,^1:40,59|. Isolated yield 66.1%. Starting materials: FC(C1=CC=C(N)C=C1)(F)F (4-Trifluoromethylaniline), ClCCC(=O)Cl (β-chloropropionyl chloride). Solvent: C1=CC=CC=C1 (benzene). Run at time 3 hour. Product: FC(C1=CC=C(C=C1)NC(CCCl)=O)(F)F (N-(4-trifluoromethylphenyl)-β-chloropropionamide). RXN SMILES: [F:1][C:2]([F:11])([F:10])[C:3]1[CH:9]=[CH:8][C:6]([NH2:7])=[CH:5][CH:4]=1.[Cl:12][CH2:13][CH2:14][C:15](Cl)=[O:16]>C1C=CC=CC=1>[F:1][C:2]([F:10])([F:11])[C:3]1[CH:9]=[CH:8][C:6]([NH:7][C:15](=[O:16])[CH2:14][CH2:13][Cl:12])=[CH:5][CH:4]=1. Procedure: 4-Trifluoromethylaniline (0.3 mole), β-chloropropionyl chloride (0.35 mole) and benzene (100 ml) are charged into a glass reaction vessel equipped with a mechanical stirrer, thermometer and reflux condenser. The reaction mixture is heated at reflux with stirring for a period of about 3 hours. After this time the reaction mixture is cooled to room temperature and is washed with dilute aqueous sodium bicarbonate, with dilute hydrochloric acid and with water. The washed mixture is then dried over a... The reactants are C(C)#N.O (acetonitrile water), BrC=1C(NC(=CC1OCC1=C(C=C(C=C1)F)F)C)=O (3-bromo-4-[(2,4-difluorobenzyl)oxy]-6-methylpyridin-2(1H)-one), C(=O)([O-])[O-].[Cs+].[Cs+] (Cs2CO3), ClC1=NC=C(C(=O)OCC)C=C1 (ethyl 6-chloronicotinate). The solvent is C(C)(=O)OCC (ethyl acetate), O (water), CN1C(CCC1)=O (1-methyl-2-pyrrolidinone). Run at temperature 106 celsius. The product is BrC=1C(N(C(=CC1OCC1=C(C=C(C=C1)F)F)C)C1=NC=C(C=C1)C(=O)OCC)=O (ethyl 3-bromo-4-[(2,4-difluorobenzyl)oxy]-6-methyl-2-oxo-2H-1,2′-bipyridine-5′-carboxylate). Reaction SMILES: [Br:1][C:2]1[C:3](=[O:19])[NH:4][C:5]([CH3:18])=[CH:6][C:7]=1[O:8][CH2:9][C:10]1[CH:15]=[CH:14][C:13]([F:16])=[CH:12][C:11]=1[F:17].C([O-])([O-])=O.[Cs+].[Cs+].Cl[C:27]1[CH:37]=[CH:36][C:30]([C:31]([O:33][CH2:34][CH3:35])=[O:32])=[CH:29][N:28]=1.C(#N)C.O>CN1CCCC1=O.C(OCC)(=O)C.O>[Br:1][C:2]1[C:3](=[O:19])[N:4]([C:27]2[CH:37]=[CH:36][C:30]([C:31]([O:33][CH2:34][CH3:35])=[O:32])=[CH:29][N:28]=2)[C:5]([CH3:18])=[CH:6][C:7]=1[O:8][CH2:9][C:10]1[CH:15]=[CH:14][C:13]([F:16])=[CH:12][C:11]=1[F:17] |f:1.2.3,5.6|. Reported procedure: To a room temperature suspension of 3-bromo-4-[(2,4-difluorobenzyl)oxy]-6-methylpyridin-2(1H)-one (500.0 mg, 1.51 mmol) and Cs2CO3 (1.50 g, 4.60 mmol) in 1-methyl-2-pyrrolidinone (3.0 mL) was added ethyl 6-chloronicotinate (900 mg, 4.85 mmol). The resulting suspension was stirred and heated to 106° C. for 36 hours until complete consumption of starting material by LCMS analysis. The reaction mixture was then diluted with ethyl acetate (400 mL), water washed (3×200 mL). The resulting organic extr... The reactants are FC(CCC1=CC=C(N1)C(=O)O)(F)F (5-(3,3,3-trifluoropropyl)-1H-pyrrole-2-carboxylic acid), C(C(=O)Cl)(=O)Cl (oxalyl chloride). The reagents and catalysts are CN(C)C=O (DMF). The solvent is C(Cl)Cl (CH2Cl2). Yields the product FC(CCC1=CC=C(N1)C(=O)Cl)(F)F (5-(3,3,3-trifluoropropyl)-1H-pyrrole-2-carboxylic acid chloride). Isolated yield 83.1%. As a reaction SMILES: [F:1][C:2]([F:14])([F:13])[CH2:3][CH2:4][C:5]1[NH:9][C:8]([C:10](O)=[O:11])=[CH:7][CH:6]=1.C(Cl)(=O)C([Cl:18])=O>C(Cl)Cl.CN(C=O)C>[F:1][C:2]([F:14])([F:13])[CH2:3][CH2:4][C:5]1[NH:9][C:8]([C:10]([Cl:18])=[O:11])=[CH:7][CH:6]=1. Procedure: 5-(3,3,3-trifluoropropyl)-1H-pyrrole-2-carboxylic acid (5.55 mmol, 1.15 g) in CH2Cl2 (10 ml) was treated with oxalyl chloride (16.7 mmol, 1.5 ml), then DMF (1 drop). The solution was heated to reflux for 1 h, then concentrated under reduced pressure to provide 5-(3,3,3-trifluoropropyl)-1H-pyrrole-2-carboxylic acid chloride (1.04 g). 1H NMR (CDCl3) δ10.25 (1H, br s), 7.12 (1H, dd, J=4.0, 2.6), 6.12 (1H, dd, J=3.8, 2.7), 3.05-2.88 (2H, m), 2.59-2.41 (2H, m).